The task is: describe an organic reaction: reactants, conditions, products, and yield. This data is from the Open Reaction Database (ORD), a public repository of structured organic reaction records. Starting materials: C(=O)(OCC)C=1C(=NOC1C)C (4-carbethoxy-3,5-dimethylisoxazole), [H-].[Al+3].[Li+].[H-].[H-].[H-] (lithium aluminum hydride), S(=O)(=O)([O-])[O-].[Na+].[Na+] (sodium sulfate), [H-].[Al+3].[Li+].[H-].[H-].[H-] (lithium aluminum hydride). Solvent: CCOCC (ether), CCOCC (ether). Reaction conditions: time 2 hour. Product: CC1=NOC(=C1CO)C (3,5-dimethyl-4-hydroxymethylisoxazole). Yield: 75.7%. RXN SMILES: [H-].[Al+3].[Li+].[H-].[H-].[H-].[C:7]([C:12]1[C:13]([CH3:18])=[N:14][O:15][C:16]=1[CH3:17])(OCC)=[O:8].S([O-])([O-])(=O)=O.[Na+].[Na+]>CCOCC>[CH3:18][C:13]1[C:12]([CH2:7][OH:8])=[C:16]([CH3:17])[O:15][N:14]=1 |f:0.1.2.3.4.5,7.8.9|. Procedure details: To a suspension of 23.53 g of lithium aluminum hydride in 600 ml of ether was added dropwise 64 g of 4-carbethoxy-3,5-dimethylisoxazole in 100 ml of ether at a rate so that gentle reflux occurred. The addition was complete in about two hours, and the mixture was stirred overnight under nitrogen. A saturated solution of sodium sulfate was added dropwise under nitrogen until the excess lithium aluminum hydride was decomposed. The resulting suspension was filtered and the filtrate concentrated to a... Starting materials: BrCCCCCCOCC#CC1=NC=C(C=C1)[N+](=O)[O-] (2-[3-[(6-bromohexyl)oxy]-1-propynyl]-5-nitropyridine), N(=NC(=O)[O-])C(=O)[O-].[K+].[K+] (dipotassium azodicarboxylate), C(C)(=O)O (acetic acid). The solvent is N1=CC=CC=C1 (pyridine). Product: BrCCCCCCOCCCC1=NC=C(C=C1)[N+](=O)[O-] (2-[3-[(6-Bromohexyl)oxy]propyl]-5-nitropyridine). Yield: 5.9%. RXN SMILES: [Br:1][CH2:2][CH2:3][CH2:4][CH2:5][CH2:6][CH2:7][O:8][CH2:9][C:10]#[C:11][C:12]1[CH:17]=[CH:16][C:15]([N+:18]([O-:20])=[O:19])=[CH:14][N:13]=1.N(C([O-])=O)=NC([O-])=O.[K+].[K+].C(O)(=O)C>N1C=CC=CC=1>[Br:1][CH2:2][CH2:3][CH2:4][CH2:5][CH2:6][CH2:7][O:8][CH2:9][CH2:10][CH2:11][C:12]1[CH:17]=[CH:16][C:15]([N+:18]([O-:20])=[O:19])=[CH:14][N:13]=1 |f:1.2.3|. Procedure: A mixture of 2-[3-[(6-bromohexyl)oxy]-1-propynyl]-5-nitropyridine (5 g) and dipotassium azodicarboxylate (30 g) in pyridine (200 ml) was stirred at room temperature, and acetic acid (18 ml) added. The mixture was stirred overnight and evaporated in vacuo to give a residue oil which was partitioned between 8% sodium bicarbonate (20 ml) and ethyl acetate (20 ml). The organic phase was dried and concentrated to give an oil which was purified by FCC eluting with hexane-ether (1:2→methanol) to give t...